This data is from the Open Reaction Database (ORD), a public repository of structured organic reaction records. The task is: describe an organic reaction: reactants, conditions, products, and yield The reactants are Cl (hydrochloric acid), OC1=CC=C(C=C1)C1C(NC(NC1=O)=O)=O (5-(4-hydroxyphenyl)barbituric Acid), C(C)(C)(C)[Si](C)(C)Cl (tertbutyl dimethylsilyl chloride), N1C=NC=C1 (imidazole). The solvent is CN(C=O)C (dimethylformamide). Reaction conditions: temperature 55 celsius, time 8 hour. Yields the product C(C)(C)(C)[Si](OC1=CC=C(C=C1)C1C(NC(NC1=O)=O)=O)(C)C (5-[4-(Tertbutyldimethylsilyloxy)phenyl]barbituric Acid). The yield is 75.7%. RXN SMILES: [OH:1][C:2]1[CH:7]=[CH:6][C:5]([CH:8]2[C:13](=[O:14])[NH:12][C:11](=[O:15])[NH:10][C:9]2=[O:16])=[CH:4][CH:3]=1.[C:17]([Si:21](Cl)([CH3:23])[CH3:22])([CH3:20])([CH3:19])[CH3:18].N1C=CN=C1.Cl>CN(C)C=O>[C:17]([Si:21]([CH3:23])([CH3:22])[O:1][C:2]1[CH:3]=[CH:4][C:5]([CH:8]2[C:9](=[O:16])[NH:10][C:11](=[O:15])[NH:12][C:13]2=[O:14])=[CH:6][CH:7]=1)([CH3:20])([CH3:19])[CH3:18]. Reported procedure: To a solution of 5-(4-hydroxyphenyl)barbituric Acid (1.9 g) and tertbutyl dimethylsilyl chloride (4.68 g) in 20 ml of anhydrous dimethylformamide are added 4.4 g of imidazole and the mixture is heated to 55° C. for 5 hours. The temperature is then brought to room temperature and the reaction mixture is poured into 1 N hydrochloric acid and extracted twice with ethyl acetate. The pooled organic extracts are washed with water and dried over sodium sulfate. By concentration of the solution a white ...